This data is from the Open Reaction Database (ORD), a public repository of structured organic reaction records. The task is: describe an organic reaction: reactants, conditions, products, and yield Starting materials: BrCC1=CC=C2C(=N1)C=C(S2)Cl (5-(Bromomethyl)-2-chlorothieno[3,2-b]pyridine), C1(=CC=CC=C1)P(C1=CC=CC=C1)C1=CC=CC=C1 (triphenylphosphine). The solvent is CCOCC (Ether). Yields the product [Br-].ClC1=CC2=NC(=CC=C2S1)C[P+](C1=CC=CC=C1)(C1=CC=CC=C1)C1=CC=CC=C1 (((2-Chlorothieno[3,2-b]pyridin-5-yl)methyl)triphenylphosphonium bromide). Yield: 90.3%. RXN SMILES: [Br:1][CH2:2][C:3]1[N:8]=[C:7]2[CH:9]=[C:10]([Cl:12])[S:11][C:6]2=[CH:5][CH:4]=1.[C:13]1([P:19]([C:26]2[CH:31]=[CH:30][CH:29]=[CH:28][CH:27]=2)[C:20]2[CH:25]=[CH:24][CH:23]=[CH:22][CH:21]=2)[CH:18]=[CH:17][CH:16]=[CH:15][CH:14]=1>CCOCC>[Br-:1].[Cl:12][C:10]1[S:11][C:6]2[C:7](=[N:8][C:3]([CH2:2][P+:19]([C:20]3[CH:21]=[CH:22][CH:23]=[CH:24][CH:25]=3)([C:26]3[CH:31]=[CH:30][CH:29]=[CH:28][CH:27]=3)[C:13]3[CH:14]=[CH:15][CH:16]=[CH:17][CH:18]=3)=[CH:4][CH:5]=2)[CH:9]=1 |f:3.4|. Reported procedure: A solution of bromide (0.304 g, 1.16 mmol) of Step 2 and triphenylphosphine (0.455 g, 1.73 mmol) in 6 mL of acetonetrile was stirred at r.t. for 20 hr. Ether was added and the solid was washed with ether to yield 0.550 g (91%) of the title phosphonium salt. Starting materials: C(C)(=O)O.C(C)(=O)O.O[C@H]1C[C@H]2[C@H](C[C@H]3[C@@H]4CC[C@H]([C@@H](CCC(C(C)C)=O)C)[C@]4(CC[C@@H]3[C@]2(CC1)C)C)O (3α,6α-Dihydroxy-5β-cholestan-24-one diacetate). Reaction conditions: time 3 hour. Product: O[C@H]1C[C@H]2[C@H](C[C@H]3[C@@H]4CC[C@H]([C@@H](CCC(C(C)C)=O)C)[C@]4(CC[C@@H]3[C@]2(CC1)C)C)O (3α,6α-dihydroxy-5β-cholestan-24-one). Run in [OH-].[K+] (potassium hydroxide), CO (methanol). Reported procedure: 3α,6α-Dihydroxy-5β-cholestan-24-one diacetate prepared in Example 2 was dissolved in a solution of potassium hydroxide (11 g) in methanol (200 ml), and the solution was stirred at room temperature for 3 hours. The reaction mixture was concentrated into about 50 ml in volume. Water was added to the concentrate and the separated oil was extracted with ethyl acetate. The ethyl acetate layer was washed with water, dried over magnesium sulfate and evaporated. The residue was purified by chromatograph... RXN SMILES: C(O)(=O)C.C(O)(=O)C.[OH:9][C@@H:10]1[CH2:35][CH2:34][C@@:33]2([CH3:36])[C@H:12]([C@@H:13]([OH:38])[CH2:14][C@@H:15]3[C@@H:32]2[CH2:31][CH2:30][C@@:29]2([CH3:37])[C@H:16]3[CH2:17][CH2:18][C@@H:19]2[C@H:20]([CH3:28])[CH2:21][CH2:22][C:23](=[O:27])[CH:24]([CH3:26])[CH3:25])[CH2:11]1>[OH-].[K+].CO>[OH:9][C@@H:10]1[CH2:35][CH2:34][C@@:33]2([CH3:36])[C@H:12]([C@@H:13]([OH:38])[CH2:14][C@@H:15]3[C@@H:32]2[CH2:31][CH2:30][C@@:29]2([CH3:37])[C@H:16]3[CH2:17][CH2:18][C@@H:19]2[C@H:20]([CH3:28])[CH2:21][CH2:22][C:23](=[O:27])[CH:24]([CH3:26])[CH3:25])[CH2:11]1 |f:0.1.2,3.4|. Starting materials: CC1=C(N)C=CC(=C1)C (2,4-dimethylaniline), O=C1N(C2=CC=CC=C2C12C1=C(OC2)C=C2OCCC2=C1)CC=1C=C(C(=O)O)C=CC1 (3-[(2′-oxo-5,6-dihydrospiro[benzo[1,2-b:5,4-b′]difuran-3,3′-indol]-1′(2′H)-yl)methyl]benzoic acid), C1(CCCCC1)CN (cyclohexanemethylamine), O=C1N(C2=CC=CC=C2C12C1=C(OC2)C=C2OCCC2=C1)CC1=CC=C(C(=O)O)C=C1 (4-[(2′-oxo-5,6-dihydrospiro[benzo[1,2-b:5,4-b′]difuran-3,3′-indol]-1′(2′H)-yl)methyl]benzoic acid). The product is CC1=C(C=CC(=C1)C)NC(C1=CC=C(C=C1)CN1C(C2(C3=CC=CC=C13)C1=C(OC2)C=C2OCCC2=C1)=O)=O (N-(2,4-dimethylphenyl)-4-[(2′-oxo-5,6-dihydrospiro[benzo[1,2-b:5,4-b′]difuran-3,3′-indol]-1′(2′H)-yl)methyl]benzamide). Reaction SMILES: [CH3:1][C:2]1[CH:8]=[C:7]([CH3:9])[CH:6]=[CH:5][C:3]=1[NH2:4].C1(CN)CCCCC1.[O:18]=[C:19]1[C:27]2([CH2:31][O:30][C:29]3[CH:32]=[C:33]4[C:37](=[CH:38][C:28]2=3)[CH2:36][CH2:35][O:34]4)[C:26]2[C:21](=[CH:22][CH:23]=[CH:24][CH:25]=2)[N:20]1[CH2:39][C:40]1[CH:48]=[CH:47][C:43]([C:44](O)=[O:45])=[CH:42][CH:41]=1.O=C1C2(COC3C=C4C(=CC2=3)CCO4)C2C(=CC=CC=2)N1CC1C=C(C=CC=1)C(O)=O>>[CH3:1][C:2]1[CH:8]=[C:7]([CH3:9])[CH:6]=[CH:5][C:3]=1[NH:4][C:44](=[O:45])[C:43]1[CH:47]=[CH:48][C:40]([CH2:39][N:20]2[C:21]3[C:26](=[CH:25][CH:24]=[CH:23][CH:22]=3)[C:27]3([CH2:31][O:30][C:29]4[CH:32]=[C:33]5[C:37](=[CH:38][C:28]3=4)[CH2:36][CH2:35][O:34]5)[C:19]2=[O:18])=[CH:41][CH:42]=1. Procedure details: Following the procedure as described in EXAMPLE 12 and making non-critical variations using 2,4-dimethylaniline to replace cyclohexanemethylamine, and 4-[(2′-oxo-5,6-dihydrospiro[benzo[1,2-b:5,4-b′]difuran-3,3′-indol]-1′(2′H)-yl)methyl]benzoic acid to replace 3-[(2′-oxo-5,6-dihydrospiro[benzo[1,2-b:5,4-b′]difuran-3,3′-indol]-1′(2′H)-yl)methyl]benzoic acid, N-(2,4-dimethylphenyl)-4-[(2′-oxo-5,6-dihydrospiro[benzo[1,2-b:5,4-b′]difuran-3,3′-indol]-1′(2′H)-yl)methyl]benzamide was obtained (59%) as a... Reactants: FC=1C=C(OCCCOC2=CC=C(C=C2)C2C(CN(CC2)C(=O)OC(C)(C)C)O)C=CC1F (tert-butyl 4-{4-[3-(3,4-difluorophenoxy)propoxy]phenyl}-3-hydroxypiperidine-1-carboxylate), ClCC=1C=CC2=C(N(C(CO2)=O)CCCOC)C1 (6-chloromethyl-4-(3-methoxypropyl)-4H-benzo[1,4]oxazin-3-one). Product: FC=1C=C(OCCCOC2=CC=C(C=C2)C2C(CN(CC2)C(=O)OC(C)(C)C)OCC=2C=CC3=C(N(C(CO3)=O)CCCOC)C2)C=CC1F (tert-Butyl 4-{4-[3-(3,4-difluorophenoxy)propoxy]phenyl}-3-[4-(3-methoxypropyl)-3-oxo-3,4-dihydro-2H-benzo[1,4]oxazin-6-ylmethoxy]piperidine-1-carboxylate). As a reaction SMILES: [F:1][C:2]1[CH:3]=[C:4]([CH:30]=[CH:31][C:32]=1[F:33])[O:5][CH2:6][CH2:7][CH2:8][O:9][C:10]1[CH:15]=[CH:14][C:13]([CH:16]2[CH2:21][CH2:20][N:19]([C:22]([O:24][C:25]([CH3:28])([CH3:27])[CH3:26])=[O:23])[CH2:18][CH:17]2[OH:29])=[CH:12][CH:11]=1.Cl[CH2:35][C:36]1[CH:37]=[CH:38][C:39]2[O:44][CH2:43][C:42](=[O:45])[N:41]([CH2:46][CH2:47][CH2:48][O:49][CH3:50])[C:40]=2[CH:51]=1>>[F:1][C:2]1[CH:3]=[C:4]([CH:30]=[CH:31][C:32]=1[F:33])[O:5][CH2:6][CH2:7][CH2:8][O:9][C:10]1[CH:11]=[CH:12][C:13]([CH:16]2[CH2:21][CH2:20][N:19]([C:22]([O:24][C:25]([CH3:28])([CH3:27])[CH3:26])=[O:23])[CH2:18][CH:17]2[O:29][CH2:35][C:36]2[CH:37]=[CH:38][C:39]3[O:44][CH2:43][C:42](=[O:45])[N:41]([CH2:46][CH2:47][CH2:48][O:49][CH3:50])[C:40]=3[CH:51]=2)=[CH:14][CH:15]=1. Reported procedure: Analogously to Method D, 0.540 g of tert-butyl 4-{4-[3-(3,4-difluorophenoxy)propoxy]phenyl}-3-hydroxypiperidine-1-carboxylate and 0.353 g of 6-chloromethyl-4-(3-methoxypropyl)-4H-benzo[1,4]oxazin-3-one (Example 2a) are reacted. The title compound is obtained as a yellowish oil. Rf=0.26 (1:1 EtOAc-heptane); Rt=5.98.